From a dataset of the Open Reaction Database (ORD), a public repository of structured organic reaction records. describe an organic reaction: reactants, conditions, products, and yield Starting materials: COC(=O)C(Br)c1ccc(I)cc1, CO, Sc1ccccc1. The product is COC(=O)C(Sc1ccccc1)c1ccc(I)cc1. RXN SMILES: [Br:1][CH:2]([C:3](=[O:4])[O:5][CH3:6])[c:7]1[cH:8][cH:9][c:10]([I:13])[cH:11][cH:12]1.[CH3:21][OH:22].[SH:14][c:15]1[cH:16][cH:17][cH:18][cH:19][cH:20]1>>[CH:2]([C:3](=[O:4])[O:5][CH3:6])([c:7]1[cH:8][cH:9][c:10]([I:13])[cH:11][cH:12]1)[S:14][c:15]1[cH:16][cH:17][cH:18][cH:19][cH:20]1. Starting materials: FC1=CC=C(C=C1)N1CCNCC1 (1-(4-fluoro-phenyl)-piperazine), C1COC2(CCC(CC2)=O)O1 (1,4-cyclohexanedione mono-ethylene ketal), NaB(OAc)3. Solvent: C(CCl)Cl (dichloroethylene). Run at time 18 hour. The product is O1CCOC12CCC(CC2)N2CCN(CC2)C2=CC=C(C=C2)F (1-(1,4-dioxa-spiro[4.5]dec-8-yl)-4-(4-fluoro-phenyl)-piperazine), solid. RXN SMILES: [F:1][C:2]1[CH:7]=[CH:6][C:5]([N:8]2[CH2:13][CH2:12][NH:11][CH2:10][CH2:9]2)=[CH:4][CH:3]=1.[CH2:14]1[O:24][C:17]2([CH2:22][CH2:21][C:20](=O)[CH2:19][CH2:18]2)[O:16][CH2:15]1>C(Cl)CCl>[O:16]1[C:17]2([CH2:22][CH2:21][CH:20]([N:11]3[CH2:12][CH2:13][N:8]([C:5]4[CH:4]=[CH:3][C:2]([F:1])=[CH:7][CH:6]=4)[CH2:9][CH2:10]3)[CH2:19][CH2:18]2)[O:24][CH2:14][CH2:15]1. Procedure details: A mixture of 11.5 gm of 1-(4-fluoro-phenyl)-piperazine 10.0 gm of 1,4-cyclohexanedione mono-ethylene ketal (available from Aldrich) and 27.2 gm NaB(OAc)3 in 250 ml dichloroethylene was kept for 18 hours at ambient temperature. The solvents were removed and the residue partitioned between ethyl acetate (200 ml) and 2N NaOH (200 ml). The ethyl acetate layer is washed with 2×20 ml water and dried over Na2SO4. The crude 1-(1,4-dioxa-spiro[4.5]dec-8-yl)-4-(4-fluoro-phenyl)-piperazine (20.1 gm of a so... Reactants: esters, FC=1C=C(CN2[C@H](CCC2)C(=O)N[C@@H](C)C2=CC=C(C(=O)OC)C=C2)C=CC1F (methyl 4-((S)-1-((R)-1-(3,4-difluorobenzyl)pyrrolidine-2-carboxamido)ethyl)benzoate), O[Li].O (LiOH H2O). Product: FC=1C=C(CN2[C@H](CCC2)C(=O)N[C@@H](C)C2=CC=C(C(=O)[O-])C=C2)C=CC1F.[Li+] (lithium 4-((S)-1-((R)-1-(3,4-difluorobenzyl)pyrrolidine-2-carboxamido)ethyl)benzoate). RXN SMILES: [F:1][C:2]1[CH:3]=[C:4]([CH:26]=[CH:27][C:28]=1[F:29])[CH2:5][N:6]1[CH2:10][CH2:9][CH2:8][C@@H:7]1[C:11]([NH:13][C@H:14]([C:16]1[CH:25]=[CH:24][C:19]([C:20]([O:22]C)=[O:21])=[CH:18][CH:17]=1)[CH3:15])=[O:12].O[Li:31].O>>[F:1][C:2]1[CH:3]=[C:4]([CH:26]=[CH:27][C:28]=1[F:29])[CH2:5][N:6]1[CH2:10][CH2:9][CH2:8][C@@H:7]1[C:11]([NH:13][C@H:14]([C:16]1[CH:25]=[CH:24][C:19]([C:20]([O-:22])=[O:21])=[CH:18][CH:17]=1)[CH3:15])=[O:12].[Li+:31] |f:1.2,3.4|. Procedure: The title compound (E17) (36 mg) was prepared according to the general procedure for esters hydrolysis starting from methyl 4-((S)-1-((R)-1-(3,4-difluorobenzyl)pyrrolidine-2-carboxamido)ethyl)benzoate (D34) (38 mg). (LiOH H2O: 1.5 eq; reaction time: 24 hrs)